This data is from the Open Reaction Database (ORD), a public repository of structured organic reaction records. The task is: describe an organic reaction: reactants, conditions, products, and yield Reactants: FC(S(=O)(=O)C1=CC=C(C=C1)O)(F)F (p-trifluoromethylsulfonyl phenol), [OH-].[Li+] (lithium hydroxide). The solvent is CO (methanol). Product: FC(S(=O)(=O)C1=CC=C(C=C1)[O-])(F)F.[Li+] (lithium p-trifluoromethylsulfonyl phenolate). RXN SMILES: [F:1][C:2]([F:14])([F:13])[S:3]([C:6]1[CH:11]=[CH:10][C:9]([OH:12])=[CH:8][CH:7]=1)(=[O:5])=[O:4].[OH-].[Li+:16]>CO>[F:13][C:2]([F:1])([F:14])[S:3]([C:6]1[CH:7]=[CH:8][C:9]([O-:12])=[CH:10][CH:11]=1)(=[O:4])=[O:5].[Li+:16] |f:1.2,4.5|. Procedure: Compound (2) from Example 2, in anhydrous methanol, was neutralized with equivalent amount of lithium hydroxide: The solvent was then removed, and the residue dissolved in a small amount of anhydrous THF. Ether was subsequently added and the solution stored in a refrigerator. The precipitated crystals were filtered and washed with ether. The reactants are CC(=O)NC1=CC=C(C=C1)Br (4-bromoacetanilide), CC(C)([O-])C.[Na+] (sodium tbutoxide). Reagents/catalysts: C=1C=CC(=CC1)/C=C/C(=O)/C=C/C2=CC=CC=C2.C=1C=CC(=CC1)/C=C/C(=O)/C=C/C2=CC=CC=C2.C=1C=CC(=CC1)/C=C/C(=O)/C=C/C2=CC=CC=C2.[Pd].[Pd] (Pd2(dba)3), C1(CCCCC1)P(C1=C(C=CC=C1)C1=C(C=C(C=C1C(C)C)C(C)C)C(C)C)C1CCCCC1 (2-di-cyclohexylphosphino-2′,4′,6′-triisopropylbiphenyl). Reaction conditions: time 3 hour. Yields the product C(CCCCC)NC1=CC=C(C=C1)NC(C)=O (N-(4-Hexylaminophenyl)acetamide). Yield: 162.2%. Reaction SMILES: [CH3:1][C:2]([NH:4][C:5]1[CH:10]=[CH:9][C:8](Br)=[CH:7][CH:6]=1)=[O:3].C[C:13]([CH3:16])([O-])[CH3:14].[Na+]>C1C=CC(/C=C/C(/C=C/C2C=CC=CC=2)=O)=CC=1.C1C=CC(/C=C/C(/C=C/C2C=CC=CC=2)=O)=CC=1.C1C=CC(/C=C/C(/C=C/C2C=CC=CC=2)=O)=CC=1.[Pd].[Pd].C1(P(C2CCCCC2)C2C=CC=CC=2C2C(C(C)C)=CC(C(C)C)=CC=2C(C)C)CCCCC1>[CH2:5]([NH:4][C:8]1[CH:9]=[CH:10][C:5]([NH:4][C:2](=[O:3])[CH3:1])=[CH:6][CH:7]=1)[CH2:6][CH2:7][CH2:14][CH2:13][CH3:16] |f:1.2,3.4.5.6.7|. Procedure: An oven-dried resealable schlenk tube containing a stir bar was charged with Pd2(dba)3 (4.6 mg, 0.005 mmol), 2-di-cyclohexylphosphino-2′,4′,6′-triisopropylbiphenyl (11.9 mg, 0.025 mmol), 4-bromoacetanilide (107 mg, 0.5 mmol) and sodium tbutoxide (120 mg, 1.2 mmol). The tube was capped with a rubber septum, evacuated and backfilled with argon. nHexylamine (100 μL, 0.75 mmol) and tbutanol (1 mL) were added through the septum via syringe. The septum was replaced with a Teflon screw cap. The schlenk...